From a dataset of the Open Reaction Database (ORD), a public repository of structured organic reaction records. describe an organic reaction: reactants, conditions, products, and yield Yields the product C(C)(=O)C=1C(=NC(=C(C1)C#N)Cl)C (3-Acetyl-5-cyano-6-chloro-2-methyl-pyridine). The reactants are C(C)(=O)C=1C=C(C(NC1C)=O)C#N (5-acetyl-3-cyano-6-methyl-2-pyridone), [OH-].[Na+] (sodium hydroxide), CN(C1=CC=CC=C1)C (N,N-dimethylaniline), O=P(Cl)(Cl)Cl (POCl3). Conditions: temperature 100 celsius. Solvent: ClC1=CC=CC=C1 (chlorobenzene). Procedure: 35 g (0.2 mol) of 5-acetyl-3-cyano-6-methyl-2-pyridone* are suspended in 400 ml of chlorobenzene, 24.2 g (0.2 mol) of N,N-dimethylaniline are added, and 37 g (0.24 mol) of POCl3 are added dropwise. The mixture is then heated at 100° C. for three hours. After cooling, the mixture is cautiously poured onto water, neutralization with dilute sodium hydroxide solution is carried out, the organic phase is separated off, and the aqueous phase is again extracted with CHCl3. The combined extracts are dri... Reaction SMILES: [C:1]([C:4]1[CH:5]=[C:6]([C:12]#[N:13])[C:7](=O)[NH:8][C:9]=1[CH3:10])(=[O:3])[CH3:2].CN(C)C1C=CC=CC=1.O=P(Cl)(Cl)[Cl:25].[OH-].[Na+]>ClC1C=CC=CC=1>[C:1]([C:4]1[C:9]([CH3:10])=[N:8][C:7]([Cl:25])=[C:6]([C:12]#[N:13])[CH:5]=1)(=[O:3])[CH3:2] |f:3.4|. The reactants are CCN=C=NCCCN(C)C, CCN(C(C)C)C(C)C, NCCOc1ccccc1, CN(C)C=O, On1nnc2ccccc21, O=C(O)c1cc2ncccc2[nH]1. The product is O=C(NCCOc1ccccc1)c1cc2ncccc2[nH]1. As a reaction SMILES: [CH3:42][CH2:43][N:44]=[C:45]=[N:46][CH2:47][CH2:48][CH2:49][N:50]([CH3:51])[CH3:52].[CH:23]([N:24]([CH2:25][CH3:26])[CH:27]([CH3:28])[CH3:29])([CH3:30])[CH3:31].[O:13]([c:14]1[cH:15][cH:16][cH:17][cH:18][cH:19]1)[CH2:20][CH2:21][NH2:22].[O:53]=[CH:54][N:55]([CH3:56])[CH3:57].[OH:32][n:33]1[c:34]2[c:35]([cH:36][cH:37][cH:38][cH:39]2)[n:40][n:41]1.[nH:1]1[c:2]([C:10](=[O:11])[OH:12])[cH:3][c:4]2[n:5][cH:6][cH:7][cH:8][c:9]12>>[nH:1]1[c:2]([C:10](=[O:12])[NH:22][CH2:21][CH2:20][O:13][c:14]2[cH:15][cH:16][cH:17][cH:18][cH:19]2)[cH:3][c:4]2[n:5][cH:6][cH:7][cH:8][c:9]12.